The task is: describe an organic reaction: reactants, conditions, products, and yield. This data is from the Open Reaction Database (ORD), a public repository of structured organic reaction records. Starting materials: [Cl-].[Al+3].[Cl-].[Cl-] (Aluminum chloride), COC1=CC=C(C2=C1C(C=1C=CN=CC1C2=O)=O)F (6-methoxy-9-fluorobenzo[g]isoquinoline-5,10-dione). The solvent is O (water), C(Cl)Cl (methylene chloride), C(Cl)Cl (Methylene chloride). Conditions: time 10 minute. Yields the product FC1=CC=C(C=2C(C=3C=CN=CC3C(C21)=O)=O)O (9-fluoro-6-hydroxybenzo[g]isoquinoline-5,10-dione), ClC1=CC=C(C=2C(C=3C=CN=CC3C(C21)=O)=O)O (9-chloro-6-hydroxybenzo[g]isoquinoline-5,10-dione). RXN SMILES: [Cl-:1].[Al+3].[Cl-].[Cl-].C[O:6][C:7]1[C:12]2[C:13](=[O:22])[C:14]3[CH:15]=[CH:16][N:17]=[CH:18][C:19]=3[C:20](=[O:21])[C:11]=2[C:10]([F:23])=[CH:9][CH:8]=1>C(Cl)Cl.O>[F:23][C:10]1[C:11]2[C:20](=[O:21])[C:19]3[CH:18]=[N:17][CH:16]=[CH:15][C:14]=3[C:13](=[O:22])[C:12]=2[C:7]([OH:6])=[CH:8][CH:9]=1.[Cl:1][C:10]1[C:11]2[C:20](=[O:21])[C:19]3[CH:18]=[N:17][CH:16]=[CH:15][C:14]=3[C:13](=[O:22])[C:12]=2[C:7]([OH:6])=[CH:8][CH:9]=1 |f:0.1.2.3|. Reported procedure: Aluminum chloride (19.05 g) is added in one portion to a stirred refluxing solution of 6-methoxy-9-fluorobenzo[g]isoquinoline-5,10-dione (7.20 g) in methylene chloride (432 mL). After refluxing for 4 hours the reaction mixture is cooled and poured in water (1,300 mL). Methylene chloride (200 mL) is added and after stirring for 10 min the organic phase is separated. The aqueous solution is saturated with NaCl and further extracted with methylene chloride (3×400 mL). The combined organic solutions... The reactants are FC1=C(OC=2C(=NC(=NC2)SC)O)C=CC(=C1)F (5-(2,4-difluorophenoxy)-2-methylsulfanylpyrimidin-4-ol), O=P(Cl)(Cl)Cl (POCl3), CC(OCC)=O (EA), ice water. The reagents and catalysts are [N+](C)(C)(C)C.[Cl-] ((Me)4NCl). Run in CC#N (CH3CN). Product: ClC1=NC(=NC=C1OC1=C(C=C(C=C1)F)F)SC (4-chloro-5-(2,4-difluorophenoxy)-2-methylsulfanylpyrimidine). Yield: 70.6%. Reaction SMILES: [F:1][C:2]1[CH:17]=[C:16]([F:18])[CH:15]=[CH:14][C:3]=1[O:4][C:5]1[C:6](O)=[N:7][C:8]([S:11][CH3:12])=[N:9][CH:10]=1.O=P(Cl)(Cl)[Cl:21].CC(=O)OCC>[N+](C)(C)(C)C.[Cl-].CC#N>[Cl:21][C:6]1[C:5]([O:4][C:3]2[CH:14]=[CH:15][C:16]([F:18])=[CH:17][C:2]=2[F:1])=[CH:10][N:9]=[C:8]([S:11][CH3:12])[N:7]=1 |f:3.4|. Procedure details: The title compound of step 1 (5.30 g, 19.63 mmol), POCl3 (18.06 g, 117.78 mmol), (Me)4NCl (3.23 g, 29.47 mmol) in dry CH3CN (60 mL) was refluxed for 12 h. The mixture was poured into ice-water (50 mL) and subjected to EA extractive work up. Concentration under vacuum gave impure title compound (4.0 g), which was carried on to the next step. LCMS: 288.99 (M+1)+